Dataset: the Open Reaction Database (ORD), a public repository of structured organic reaction records. Task: describe an organic reaction: reactants, conditions, products, and yield Reactants: CCO, Cl, [Fe], CCOC(=O)N1CCN(c2ccncc2[N+](=O)[O-])CC1, O. Product: CCOC(=O)N1CCN(c2ccncc2N)CC1. As a reaction SMILES: [CH3:23][CH2:24][OH:25].[ClH:22].[Fe:26].[N+:1]([O-:2])(=[O:3])[c:4]1[cH:5][n:6][cH:7][cH:8][c:9]1[N:10]1[CH2:11][CH2:12][N:13]([C:16](=[O:17])[O:18][CH2:19][CH3:20])[CH2:14][CH2:15]1.[OH2:21]>>[NH2:1][c:4]1[cH:5][n:6][cH:7][cH:8][c:9]1[N:10]1[CH2:11][CH2:12][N:13]([C:16](=[O:17])[O:18][CH2:19][CH3:20])[CH2:14][CH2:15]1. The reactants are Cl (HCl), ClC1=C(C=CC=C1)C1(CCN(CC1)C(=O)OC(C)(C)C)C#N (4-(2-chlorophenyl)-4-cyano-N-(1,1-dimethylethoxycarbonyl)piperidine). Run in CCOC(=O)C (EtOAc). Yields the product Cl.ClC1=C(C=CC=C1)C1(CCNCC1)C#N (4-(2-Chlorophenyl)-4-cyanopiperidine hydrochloride). RXN SMILES: Cl.[Cl:2][C:3]1[CH:8]=[CH:7][CH:6]=[CH:5][C:4]=1[C:9]1([C:22]#[N:23])[CH2:14][CH2:13][N:12](C(OC(C)(C)C)=O)[CH2:11][CH2:10]1>CCOC(C)=O>[ClH:2].[Cl:2][C:3]1[CH:8]=[CH:7][CH:6]=[CH:5][C:4]=1[C:9]1([C:22]#[N:23])[CH2:10][CH2:11][NH:12][CH2:13][CH2:14]1 |f:3.4|. Procedure: A solution of EtOAc saturated with HCl (200 ml) was added to 4-(2-chlorophenyl)-4-cyano-N-(1,1-dimethylethoxycarbonyl)piperidine, (880 mg, 2.74 mmol). The resulting mixture was allowed to react for 1 hour at room temperature. The EtOAc was removed in vacuo affording 4-(2-Chlorophenyl)-4-cyanopiperidine hydrochloride (4j) as a white solid. Reactants: OC(CC(=O)OCC1=CC=CC=C1)C (Benzyl 3-hydroxyl-butanoate). Reagents/catalysts: Cl[Cu] (CuCl). The solvent is CC#N (CH3CN). Conditions: temperature 60 celsius. The product is C(\C=C\C)(=O)OCC1=CC=CC=C1 (benzyl crotonate). Isolated yield 81.8%. As a reaction SMILES: O[CH:2]([CH3:14])[CH2:3][C:4]([O:6][CH2:7][C:8]1[CH:13]=[CH:12][CH:11]=[CH:10][CH:9]=1)=[O:5]>CC#N.Cl[Cu]>[C:4]([O:6][CH2:7][C:8]1[CH:9]=[CH:10][CH:11]=[CH:12][CH:13]=1)(=[O:5])/[CH:3]=[CH:2]/[CH3:14]. Procedure details: Benzyl 3-hydroxyl-butanoate (Sakaki et al., Chem. Pharm. Bull., 37, p. 2952 (1989)) (0.46 g, 2.4 mmol), CuCl (11 mg, 5 mol %), and 1 (0.7 g, 110 mol %) were combined in 20 mL of dry CH3CN and heated to 60° C. for 16 h. The reaction mixture was cooled and evaporated, followed by isolation according to the general procedure to give benzyl crotonate (0.346 g, 83%) as a mobile oil: IR 3060, 3030, 1720; 1H NMR δ 7.40-7.20 (m, 5H), 7.00 (dq, 1H, J=15.5, 6.9), 5.86 (dq, 1H, J=16.0, 1.6), 5.18 (s, 2H), ... Starting materials: CC1=C(C(=CC=C1)N)N (3-Methyl-1,2-benzenediamine), C(=O)(C=1NC=CN1)C=1NC=CN1 (carbonyl diimidazole), C(=O)(Cl)Cl (phosgene), 5-amino-5,6-dihydro-4H-imidazo(4,5,1-ij)quinolin-2-ones. The product is CC1=CC=CC2=NC(N=C21)=O (4-methylbenzimidazolone). RXN SMILES: [CH3:1][C:2]1[CH:7]=[CH:6][CH:5]=[C:4]([NH2:8])[C:3]=1[NH2:9].[C:10](C1NC=CN=1)(C1NC=CN=1)=[O:11].C(Cl)(Cl)=O>>[CH3:1][C:2]1[C:3]2[C:4](=[N:8][C:10](=[O:11])[N:9]=2)[CH:5]=[CH:6][CH:7]=1. Procedure details: The 5-amino-5,6-dihydro-4H-imidazo(4,5,1-ij)quinolin-2-ones of the invention may also be prepared by the route shown in Scheme 6. 3-Methyl-1,2-benzenediamine is reacted with carbonyl diimidazole or phosgene to give 4-methylbenzimidazolone (XXXVI). This is refluxed with phosphorus oxychloride to give XXXVII which is protected and reacted with N-bromosuccinimine to give compound XXXIX. This is coupled with VIIb and the resulting adduct LX is hydrolyzed to LI. Reduction with lithium aluminum hydrid... Reactants: Cc1nc(-c2ccc(C#N)cc2)sc1C(=O)NC(C)C(O)(Cn1cncn1)c1ccc(F)cc1F, O=C([O-])[O-], C1CCOC1, CS(=O)(=O)O, Cl, NO, [Na+], [Na+], O. Product: Cc1nc(-c2ccc(C(=N)NO)cc2)sc1C(=O)NC(C)C(O)(Cn1cncn1)c1ccc(F)cc1F. Reaction SMILES: [C:12](#[N:13])[c:14]1[cH:15][cH:16][c:17](-[c:20]2[s:21][c:22]([C:26](=[O:27])[NH:28][CH:29]([C:30]([CH2:31][n:32]3[n:33][cH:34][n:35][cH:36]3)([OH:37])[c:38]3[c:39]([F:45])[cH:40][c:41]([F:44])[cH:42][cH:43]3)[CH3:46])[c:23]([CH3:25])[n:24]2)[cH:18][cH:19]1.[C:1](=[O:2])([O-:3])[O-:4].[CH2:51]1[O:52][CH2:53][CH2:54][CH2:55]1.[CH3:7][S:8]([OH:9])(=[O:10])=[O:11].[ClH:47].[NH2:48][OH:49].[Na+:5].[Na+:6].[OH2:50]>>[C:12](=[NH:13])([c:14]1[cH:15][cH:16][c:17](-[c:20]2[s:21][c:22]([C:26](=[O:27])[NH:28][CH:29]([C:30]([CH2:31][n:32]3[n:33][cH:34][n:35][cH:36]3)([OH:37])[c:38]3[c:39]([F:45])[cH:40][c:41]([F:44])[cH:42][cH:43]3)[CH3:46])[c:23]([CH3:25])[n:24]2)[cH:18][cH:19]1)[NH:48][OH:49]. Reactants: CC(=O)Oc1ccc2c(c1)CC(NC(=O)OC(C)(C)C)C2, CC(=O)O, Cl, C1COCCO1. Product: CC(=O)Oc1ccc2c(c1)CC(N)C2, Cl. As a reaction SMILES: [C:1]([CH3:2])(=[O:3])[O:4][c:5]1[cH:6][c:7]2[c:11]([cH:12][cH:13]1)[CH2:10][CH:9]([NH:14][C:15]([O:16][C:17]([CH3:18])([CH3:19])[CH3:20])=[O:21])[CH2:8]2.[CH3:29][C:30](=[O:31])[OH:32].[ClH:28].[O:22]1[CH2:23][CH2:24][O:25][CH2:26][CH2:27]1>>[C:1]([CH3:2])(=[O:3])[O:4][c:5]1[cH:6][c:7]2[c:11]([cH:12][cH:13]1)[CH2:10][CH:9]([NH2:14])[CH2:8]2.[ClH:28]. The product is C(C)OC(C(CC1=CC=C(C=C1)OCCN(C(=O)NC1=C(C=C(C=C1)F)F)CCCCCCC)OCC)=O (3-(4-{2-[3-(2,4-Difluorophenyl)-1-heptylureido]ethoxy}phenyl)-2-ethoxypropionic acid ethyl ester). The reactants are C(C)OC(C(CC1=CC=C(C=C1)OCCNCCCCCCC)OCC)=O (2-Ethoxy-3-[4-(2-heptylaminoethoxy)phenyl]propionic acid ethyl ester), FC1=C(C=CC(=C1)F)N=C=O (2,4-difluorophenyl isocyanate). The solvent is C(Cl)Cl (methylene chloride). RXN SMILES: [CH2:1]([O:3][C:4](=[O:27])[CH:5]([O:24][CH2:25][CH3:26])[CH2:6][C:7]1[CH:12]=[CH:11][C:10]([O:13][CH2:14][CH2:15][NH:16][CH2:17][CH2:18][CH2:19][CH2:20][CH2:21][CH2:22][CH3:23])=[CH:9][CH:8]=1)[CH3:2].[F:28][C:29]1[CH:34]=[C:33]([F:35])[CH:32]=[CH:31][C:30]=1[N:36]=[C:37]=[O:38]>C(Cl)Cl>[CH2:1]([O:3][C:4](=[O:27])[CH:5]([O:24][CH2:25][CH3:26])[CH2:6][C:7]1[CH:12]=[CH:11][C:10]([O:13][CH2:14][CH2:15][N:16]([CH2:17][CH2:18][CH2:19][CH2:20][CH2:21][CH2:22][CH3:23])[C:37]([NH:36][C:30]2[CH:31]=[CH:32][C:33]([F:35])=[CH:34][C:29]=2[F:28])=[O:38])=[CH:9][CH:8]=1)[CH3:2]. Reaction conditions: time 16 hour. Reported procedure: A solution of the compound obtained in Step e (30.9 mg) in methylene chloride (2 ml) was added with 2,4-difluorophenyl isocyanate (14 μl, Aldrich) and stirred for 16 hours. The reaction mixture was concentrated, and the resulting residue was applied on a silica gel column and eluted with hexane/ethyl acetate (4:1) to obtain the title compound (41.6 mg).